describe an organic reaction: reactants, conditions, products, and yield From a dataset of the Open Reaction Database (ORD), a public repository of structured organic reaction records. The reactants are CCO, CCO, CC(C=O)=Cc1ccccc1, CO, Cl, COc1cc2c(cc1OC)C(NN)=NCC2, O. Yields the product COc1cc2c(cc1OC)C(NN=CC(C)=Cc1ccccc1)=NCC2. Reaction SMILES: [CH2:31]([OH:32])[CH3:33].[CH2:35]([OH:36])[CH3:37].[CH3:18][C:19]([CH:20]=[O:21])=[CH:22][c:23]1[cH:24][cH:25][cH:26][cH:27][cH:28]1.[CH3:29][OH:30].[ClH:1].[NH:2]([NH2:3])[C:4]1=[N:5][CH2:6][CH2:7][c:8]2[cH:9][c:10]([O:16][CH3:17])[c:11]([O:14][CH3:15])[cH:12][c:13]21.[OH2:34]>>[NH:2]([N:3]=[CH:20][C:19]([CH3:18])=[CH:22][c:23]1[cH:24][cH:25][cH:26][cH:27][cH:28]1)[C:4]1=[N:5][CH2:6][CH2:7][c:8]2[cH:9][c:10]([O:16][CH3:17])[c:11]([O:14][CH3:15])[cH:12][c:13]21.